From a dataset of the Open Reaction Database (ORD), a public repository of structured organic reaction records. describe an organic reaction: reactants, conditions, products, and yield Starting materials: O=C(CC(P(OCC)(=O)OCC)P(OCC)(=O)OCC)CC (tetraethyl 3-oxopentane-1,1-bisphosphonate), CC1=C(C(=C(C=C1C2(C3=CC=CC=C3S(=O)(=O)O2)C4=CC(=C(C(=C4C)Br)O)C(C)C)C(C)C)O)Br (bromothymol blue), C(C1=CC=CC=C1)N (benzylamine), [BH3-]C#N.[Na+] (NaCNBH3), [BH3-]C#N.[Na+] (NaCNBH3). Solvent: CO (methanol), C(C)(=O)O (Acetic acid). Reaction conditions: time 4 day. The product is C(C1=CC=CC=C1)NC(CC(P(OCC)(=O)OCC)P(OCC)(=O)OCC)CC (tetraethyl 3-benzylaminopentane-1,1-bisphosphonate). Reaction SMILES: O=[C:2]([CH2:21][CH3:22])[CH2:3][CH:4]([P:13]([O:18][CH2:19][CH3:20])(=[O:17])[O:14][CH2:15][CH3:16])[P:5]([O:10][CH2:11][CH3:12])(=[O:9])[O:6][CH2:7][CH3:8].CC1C(C2(C3C(C)=C(Br)C(O)=C(C(C)C)C=3)OS(=O)(=O)C3C2=CC=CC=3)=CC(C(C)C)=C(O)C=1Br.[CH2:58]([NH2:65])[C:59]1[CH:64]=[CH:63][CH:62]=[CH:61][CH:60]=1.[BH3-]C#N.[Na+]>CO.C(O)(=O)C>[CH2:58]([NH:65][CH:2]([CH2:21][CH3:22])[CH2:3][CH:4]([P:13]([O:18][CH2:19][CH3:20])(=[O:17])[O:14][CH2:15][CH3:16])[P:5]([O:10][CH2:11][CH3:12])(=[O:9])[O:6][CH2:7][CH3:8])[C:59]1[CH:64]=[CH:63][CH:62]=[CH:61][CH:60]=1 |f:3.4|. Procedure details: To a stirred solution of tetraethyl 3-oxopentane-1,1-bisphosphonate (0.50 g, 1.4 mmol) in methanol (5 ml) was added a small amount of bromothymol blue and benzylamine (0.75 g, 7.0 mmol). Acetic acid was added dropwise until the solution turned yellow (pH=6), and NaCNBH3 (57 mg, 0.9 mmol) was added. The resulting yellow solution was stirred at room temperature for 2 days, at which time more NaCNBH3 (20 mg) was added. After stirring a total of 4 days, the reaction was quenched by adding concentrat... Reactants: C1CCOC1, CCO, Cc1cc2cc([N+](=O)[O-])ccc2o1, O=C[O-], [NH4+]. Product: Cc1cc2cc(N)ccc2o1. As a reaction SMILES: [CH2:21]1[O:22][CH2:23][CH2:24][CH2:25]1.[CH3:14][CH2:15][OH:16].[CH3:1][c:2]1[o:3][c:4]2[c:5]([cH:6]1)[cH:7][c:8]([N+:11]([O-:12])=[O:13])[cH:9][cH:10]2.[CH:17]([O-:18])=[O:19].[NH4+:20]>>[CH3:1][c:2]1[o:3][c:4]2[c:5]([cH:6]1)[cH:7][c:8]([NH2:11])[cH:9][cH:10]2. Starting materials: COCC(CC(=O)OC)=O (methyl 4-methoxy-3-oxobutanoate), BrCC1=CC2=C(/C(/C3=C(OC2)C=C(C=C3)F)=C(\C#N)/C)C=C1 ((E)-2-[8-(bromomethyl)-3-fluorodibenzo[b,e]oxepin-11(6H)-ylidene]propanenitrile). Product: C(#N)\C(\C)=C/1\C2=C(OCC3=C1C=CC(=C3)CC(C(=O)OC)C(COC)=O)C=C(C=C2)F ((E)-methyl 2-{[11-(1-cyanoethylidene)-3-fluoro-6,11-dihydrodibenzo[b,e]oxepin-8-yl]methyl}-4-methoxy-3-oxobutanoate). Isolated yield 82.7%. RXN SMILES: [CH3:1][O:2][CH2:3][C:4](=[O:10])[CH2:5][C:6]([O:8][CH3:9])=[O:7].Br[CH2:12][C:13]1[CH:32]=[CH:31][C:16]2/[C:17](=[C:27](/[CH3:30])\[C:28]#[N:29])/[C:18]3[CH:25]=[CH:24][C:23]([F:26])=[CH:22][C:19]=3[O:20][CH2:21][C:15]=2[CH:14]=1>>[C:28](/[C:27](=[C:17]1/[C:18]2[CH:25]=[CH:24][C:23]([F:26])=[CH:22][C:19]=2[O:20][CH2:21][C:15]2[CH:14]=[C:13]([CH2:12][CH:5]([C:4](=[O:10])[CH2:3][O:2][CH3:1])[C:6]([O:8][CH3:9])=[O:7])[CH:32]=[CH:31][C:16]/1=2)/[CH3:30])#[N:29]. Procedure: [step 1] Using methyl 4-methoxy-3-oxobutanoate (816 mg, 5.58 mmol) and (E)-2-[8-(bromomethyl)-3-fluorodibenzo[b,e]oxepin-11(6H)-ylidene]propanenitrile (1.0 g, 2.79 mmol) obtained in Reference Example 1, and in the same manner as in Reference Example 13G, step 1, (E)-methyl 2-{[11-(1-cyanoethylidene)-3-fluoro-6,11-dihydrodibenzo[b,e]oxepin-8-yl]methyl}-4-methoxy-3-oxobutanoate (977 mg, 83%) was obtained. Reactants: C([O-])([O-])=O.[K+].[K+] (potassium carbonate), BrC1=C(C(=CC(=C1)Cl)F)C1=NOC(=N1)C (3-(2-bromo-4-chloro-6-fluoro-phenyl)-5-methyl-[1,2,4]oxadiazole), BrC1=C(C(=CC(=C1)Cl)F)C1=NOC(=N1)C (3-(2-bromo-4-chloro-6-fluoro-phenyl)-5-methyl-[1,2,4]oxadiazole), C(Cl)Cl (DCM), C(Cl)Cl (DCM), BrC=1C=C(C(=NC1)[C@@H](C)NC(C)=O)F (N—[(R)-1-(5-bromo-3-fluoro-pyridin-2-yl)-ethyl]-acetamide), BrC=1C=C(C(=NC1)[C@@H](C)NC(C)=O)F (N—[(R)-1-(5-bromo-3-fluoro-pyridin-2-yl)-ethyl]-acetamide), C(C)(=O)[O-].[K+] (potassium acetate), B1(OC(C(O1)(C)C)(C)C)B2OC(C(O2)(C)C)(C)C (bis(pinacolato)diboron). The reagents and catalysts are C1=CC=C(C=C1)P([C-]2C=CC=C2)C3=CC=CC=C3.C1=CC=C(C=C1)P([C-]2C=CC=C2)C3=CC=CC=C3.Cl[Pd]Cl.[Fe+2] ([1,1′-bis(diphenylphosphino)ferrocene]palladium(II) chloride), C1=CC=C(C=C1)P([C-]2C=CC=C2)C3=CC=CC=C3.C1=CC=C(C=C1)P([C-]2C=CC=C2)C3=CC=CC=C3.Cl[Pd]Cl.[Fe+2] ([1,1′-bis(diphenylphosphino)ferrocene]palladium(II) chloride). Run in O (water), CS(=O)C (DMSO), O (water). Reaction conditions: temperature 90 celsius. The product is ClC=1C=C(C(=C(C1)C=1C=C(C(=NC1)[C@@H](C)NC(C)=O)F)C1=NOC(=N1)C)F (N—((R)-1-{5-[5-Chloro-3-fluoro-2-(5-methyl-[1,2,4]oxadiazol-3-yl)-phenyl]-3-fluoro-pyridin-2-yl}-ethyl)-acetamide), foam. Yield: 66.0%. Reaction SMILES: Br[C:2]1[CH:3]=[C:4]([F:14])[C:5]([C@H:8]([NH:10][C:11](=[O:13])[CH3:12])[CH3:9])=[N:6][CH:7]=1.C([O-])(=O)C.[K+].B1(B2OC(C)(C)C(C)(C)O2)OC(C)(C)C(C)(C)O1.C(Cl)Cl.C(=O)([O-])[O-].[K+].[K+].Br[C:48]1[CH:53]=[C:52]([Cl:54])[CH:51]=[C:50]([F:55])[C:49]=1[C:56]1[N:60]=[C:59]([CH3:61])[O:58][N:57]=1>CS(C)=O.O.C1C=CC(P(C2C=CC=CC=2)[C-]2C=CC=C2)=CC=1.C1C=CC(P(C2C=CC=CC=2)[C-]2C=CC=C2)=CC=1.Cl[Pd]Cl.[Fe+2]>[Cl:54][C:52]1[CH:51]=[C:50]([F:55])[C:49]([C:56]2[N:60]=[C:59]([CH3:61])[O:58][N:57]=2)=[C:48]([C:2]2[CH:3]=[C:4]([F:14])[C:5]([C@H:8]([NH:10][C:11](=[O:13])[CH3:12])[CH3:9])=[N:6][CH:7]=2)[CH:53]=1 |f:1.2,5.6.7,11.12.13.14|. Procedure details: A stream of argon was bubbled through a mixture of N—[(R)-1-(5-bromo-3-fluoro-pyridin-2-yl)-ethyl]-acetamide (200 mg, 0.766 mmol, intermediate 12) potassium acetate (226 mg, 2.3 mmol) and bis(pinacolato)diboron (253 mg, 0.996 mmol) in DMSO (1.5 ml) in a sealed tube for 10 min. Then [1,1′-bis(diphenylphosphino)ferrocene]palladium(II) chloride 1:1 complex with DCM (31.3 mg, 0.0383 mmol) was added and again a stream of argon was bubbled through the reaction mixture for 10 min. The tube was then sea... Starting materials: ClCCl, Cc1c(Nc2ccc(I)cc2F)c(NS(=O)(=O)C2CC(OCc3ccccc3)C2)c2n(c1=O)CCO2. Yields the product Cc1c(Nc2ccc(I)cc2F)c(NS(=O)(=O)C2CC(O)C2)c2n(c1=O)CCO2. RXN SMILES: [Cl:37][CH2:38][Cl:39].[F:1][c:2]1[c:3]([NH:9][c:10]2[c:11]([NH:21][S:22](=[O:23])(=[O:24])[CH:25]3[CH2:26][CH:27]([O:29][CH2:30][c:31]4[cH:32][cH:33][cH:34][cH:35][cH:36]4)[CH2:28]3)[c:12]3[n:13]([c:14](=[O:17])[c:15]2[CH3:16])[CH2:18][CH2:19][O:20]3)[cH:4][cH:5][c:6]([I:8])[cH:7]1>>[F:1][c:2]1[c:3]([NH:9][c:10]2[c:11]([NH:21][S:22](=[O:23])(=[O:24])[CH:25]3[CH2:26][CH:27]([OH:29])[CH2:28]3)[c:12]3[n:13]([c:14](=[O:17])[c:15]2[CH3:16])[CH2:18][CH2:19][O:20]3)[cH:4][cH:5][c:6]([I:8])[cH:7]1. Reactants: C(CCC)N1C(N(C(C=2NC(=NC12)Cl)=O)CCCCC(=O)OCC)=O (Ethyl 5-(3-butyl-8-chloro-2,6-dioxo-2,3,6,7-tetrahydro-1H-purin-1-yl)pentanoate), C(C1=CC=CC=C1)(N)=NO (benzamidoxime), [O-]CC.[Na+] (sodium ethoxide). Run in CCO (EtOH). Run at temperature 140 celsius. Yields the product C(CCC)N1C(N(C(C=2NC(=NC12)Cl)=O)CCCCC1=NC(=NO1)C1=CC=CC=C1)=O (3-Butyl-8-chloro-1-[4-(3-phenyl-1,2,4-oxadiazol-5-yl)butyl]-3,7-dihydro-1H-purine-2,6-dione). The yield is 45.9%. Reaction SMILES: [CH2:1]([N:5]1[C:13]2[N:12]=[C:11]([Cl:14])[NH:10][C:9]=2[C:8](=[O:15])[N:7]([CH2:16][CH2:17][CH2:18][CH2:19][C:20]([O:22]CC)=O)[C:6]1=[O:25])[CH2:2][CH2:3][CH3:4].[C:26](=[N:34]O)([NH2:33])[C:27]1[CH:32]=[CH:31][CH:30]=[CH:29][CH:28]=1.[O-]CC.[Na+]>CCO>[CH2:1]([N:5]1[C:13]2[N:12]=[C:11]([Cl:14])[NH:10][C:9]=2[C:8](=[O:15])[N:7]([CH2:16][CH2:17][CH2:18][CH2:19][C:20]2[O:22][N:34]=[C:26]([C:27]3[CH:32]=[CH:31][CH:30]=[CH:29][CH:28]=3)[N:33]=2)[C:6]1=[O:25])[CH2:2][CH2:3][CH3:4] |f:2.3|. Reported procedure: Ethyl 5-(3-butyl-8-chloro-2,6-dioxo-2,3,6,7-tetrahydro-1H-purin-1-yl)pentanoate (74 mg, 0.2 mmol) and benzamidoxime (30 mg, 0.22 mmol) were suspended in dry EtOH (1 ml) and ethanolic sodium ethoxide (21% by wt., 0.111 ml, 0.3 mmol) was added. The mixture was gently warmed until solids were dissolved and then heated in the microwave reactor at 140° C. for 10 min. The mixture was then partitioned between EtOAc and 2M HCl and the organic phase dried (Na2SO4) and evaporated. MDAP afforded the pure t... Starting materials: NC1=NC(=NC2=NC=CN=C12)COCC(F)(F)F (4-amino-2-[(2,2,2-trifluoroethoxy)methyl]pteridine), C(C)(=O)OCC (ethyl acetate). Run in [OH-].[Na+] (sodium hydroxide). Product: FC(COCC1=NC2=NC=CN=C2C(N1)=O)(F)F (2-[(2,2,2-Trifluoroethoxy)methyl]-4(3H)-pteridinone). RXN SMILES: N[C:2]1[C:11]2[C:6](=[N:7][CH:8]=[CH:9][N:10]=2)[N:5]=[C:4]([CH2:12][O:13][CH2:14][C:15]([F:18])([F:17])[F:16])[N:3]=1.C(OCC)(=[O:21])C>[OH-].[Na+]>[F:16][C:15]([F:18])([F:17])[CH2:14][O:13][CH2:12][C:4]1[NH:3][C:2](=[O:21])[C:11]2[C:6](=[N:7][CH:8]=[CH:9][N:10]=2)[N:5]=1 |f:2.3|. Reported procedure: Obtained using the procedure described in section d of Example 2, starting with 5.0 g (0.0193 mole) of 4-amino-2-[(2,2,2-trifluoroethoxy)methyl]pteridine in 105 ml of 5% aqueous sodium hydroxide. Heating time: 1 hour 30 minutes at 80° C. Yld: 2.5 g (50%), m.p. 165°-167° C. (ethyl acetate). Starting materials: CCO, CN1CCCCC1C(=O)Nc1ccc(N)c([N+](=O)[O-])c1. The product is CN1CCCCC1C(=O)Nc1ccc(N)c(N)c1. As a reaction SMILES: [CH3:21][CH2:22][OH:23].[NH2:1][c:2]1[c:3]([N+:18]([O-:19])=[O:20])[cH:4][c:5]([NH:8][C:9](=[O:10])[CH:11]2[N:12]([CH3:17])[CH2:13][CH2:14][CH2:15][CH2:16]2)[cH:6][cH:7]1>>[NH2:1][c:2]1[c:3]([NH2:18])[cH:4][c:5]([NH:8][C:9](=[O:10])[CH:11]2[N:12]([CH3:17])[CH2:13][CH2:14][CH2:15][CH2:16]2)[cH:6][cH:7]1.